This data is from the Open Reaction Database (ORD), a public repository of structured organic reaction records. The task is: describe an organic reaction: reactants, conditions, products, and yield The reactants are CCOC(=O)c1csc(NC(=O)C(CC2CCCC2)c2ccc(Cl)c(Cl)c2)n1, CCO, [Na+], [OH-]. Product: O=C(O)c1csc(NC(=O)C(CC2CCCC2)c2ccc(Cl)c(Cl)c2)n1. RXN SMILES: [CH2:1]([CH3:2])[O:3][C:4](=[O:5])[c:6]1[n:7][c:8]([NH:11][C:12]([CH:13]([CH2:14][CH:15]2[CH2:16][CH2:17][CH2:18][CH2:19]2)[c:20]2[cH:21][c:22]([Cl:27])[c:23]([Cl:26])[cH:24][cH:25]2)=[O:28])[s:9][cH:10]1.[CH3:31][CH2:32][OH:33].[Na+:30].[OH-:29]>>[O:3]=[C:4]([OH:5])[c:6]1[n:7][c:8]([NH:11][C:12]([CH:13]([CH2:14][CH:15]2[CH2:16][CH2:17][CH2:18][CH2:19]2)[c:20]2[cH:21][c:22]([Cl:27])[c:23]([Cl:26])[cH:24][cH:25]2)=[O:28])[s:9][cH:10]1. Reactants: CN(C(=O)CCC=CC1=CC=C2C=CC=C(C2=C1)CC1=C(C=C(C(=O)OC)C=C1)OC)C (methyl 4-[7-[4-(dimethylcarbamoyl)but-1-enyl]naphth-1-ylmethyl]-3-methoxybenzoate). Reagents/catalysts: [Pd] (palladium-on-carbon). Run in C(C)(=O)OCC (ethyl acetate). Run at time 4 hour. Yields the product CN(C(=O)CCCCC1=CC=C2C=CC=C(C2=C1)CC1=C(C=C(C(=O)OC)C=C1)OC)C (methyl 4-[7-(4-dimethylcarbamoylbutyl)naphth-1-ylmethyl]-3-methoxybenzoate). The yield is 104.1%. Reaction SMILES: [CH3:1][N:2]([CH3:32])[C:3]([CH2:5][CH2:6][CH:7]=[CH:8][C:9]1[CH:18]=[C:17]2[C:12]([CH:13]=[CH:14][CH:15]=[C:16]2[CH2:19][C:20]2[CH:29]=[CH:28][C:23]([C:24]([O:26][CH3:27])=[O:25])=[CH:22][C:21]=2[O:30][CH3:31])=[CH:11][CH:10]=1)=[O:4]>[Pd].C(OCC)(=O)C>[CH3:32][N:2]([CH3:1])[C:3]([CH2:5][CH2:6][CH2:7][CH2:8][C:9]1[CH:18]=[C:17]2[C:12]([CH:13]=[CH:14][CH:15]=[C:16]2[CH2:19][C:20]2[CH:29]=[CH:28][C:23]([C:24]([O:26][CH3:27])=[O:25])=[CH:22][C:21]=2[O:30][CH3:31])=[CH:11][CH:10]=1)=[O:4]. Procedure details: A mixture of methyl 4-[7-[4-(dimethylcarbamoyl)but-1-enyl]naphth-1-ylmethyl]-3-methoxybenzoate (1.1 g), 10% w/w palladium-on-carbon/50% water (110 mg) and ethyl acetate (10 ml) was hydrogenated under atmospheric pressure for 4 hours. Filtration through diatomaceous earth with ethyl acetate wash and evaporation afforded methyl 4-[7-(4-dimethylcarbamoylbutyl)naphth-1-ylmethyl]-3-methoxybenzoate (1.15 g, quantitative) as a light yellow syrup; MS(CI), m/e=434(M+H). As a reaction SMILES: Br.[NH2:2][C:3]1[C:4]([Br:16])=[C:5]2[C:10](=[CH:11][CH:12]=1)[NH:9][C:8]([CH3:14])([CH3:13])[C:7](=[O:15])[NH:6]2.[NH:17]1[CH2:21][CH2:20][N:19]=[C:18]1S(O)(=O)=O.Br>C(O)C(C)C>[Br:16][C:4]1[C:3]([NH:2][C:18]2[NH:19][CH2:20][CH2:21][N:17]=2)=[CH:12][CH:11]=[C:10]2[C:5]=1[NH:6][C:7](=[O:15])[C:8]([CH3:13])([CH3:14])[NH:9]2 |f:0.1|. Reactants: Br.NC=1C(=C2NC(C(NC2=CC1)(C)C)=O)Br (6-amino-5-bromo-1,2-dihydro-2,2-dimethyl-3-(4H) - quinoxalinone hydrobromide), N1C(=NCC1)S(=O)(=O)O (2-imidazoline-2-sulfonic acid), Br (hydrobromide). Solvent: C(C(C)C)O (isobutanol). Procedure details: A mixture of 6-amino-5-bromo-1,2-dihydro-2,2-dimethyl-3-(4H) - quinoxalinone hydrobromide (479 mg, 1 mmol) and 2-imidazoline-2-sulfonic acid (224 mg, 1.5 mmol) in isobutanol (5 ml) is heated at reflux until the starting hydrobromide material is consumed. The solvent is removed in vacuo and the residue chromatographed on silica gel with CHCl3 : CH3OH saturated with NH3 (g) elution to yield the title compound. The product is BrC1=C2NC(C(NC2=CC=C1NC=1NCCN1)(C)C)=O (5-bromo-1,2 dihydro-2,2-dimethyl- 6-(2-imidazolin-2-ylamino)-3-(4H)-quinoxalinone). Starting materials: CN(C=O)C (N,N-Dimethylformamide), IC1=C(C=C(C(=O)O)C=C1)OC (4-iodo-3-methoxybenzoic acid), S(=O)(=O)(Cl)Cl (sulfuryl dichloride), IC1=C(C=C(C(=O)NC)C=C1)OC (4-Iodo-3-methoxy-N-methylbenzamide). Yields the product IC1=C(C=C(C(=O)Cl)C=C1)OC (4-iodo-3-methoxy-benzoyl chloride). As a reaction SMILES: [I:1][C:2]1[CH:11]=[CH:10][C:5]([C:6](NC)=[O:7])=[CH:4][C:3]=1[O:12][CH3:13].CN(C)C=O.IC1C=CC(C(O)=O)=CC=1OC.S(Cl)([Cl:34])(=O)=O>>[I:1][C:2]1[CH:11]=[CH:10][C:5]([C:6]([Cl:34])=[O:7])=[CH:4][C:3]=1[O:12][CH3:13]. Procedure: 4-Iodo-3-methoxy-N-methylbenzamide. N,N-Dimethylformamide (0.1 mL) was added to a solution of 4-iodo-3-methoxybenzoic acid (2.0 g, 7.2 mmol) in sulfuryl dichloride (20 mL), and the mixture was heated to reflux for 2 h. The excess sulfuryl dichloride was removed under reduced pressure to give the crude product 4-iodo-3-methoxy-benzoyl chloride. To a solution of methyl amine (0.72 g, 10.8 mmol) and triethylamine (2.18 g, 21.6 mmol) in dichloromethane (20 mL) was added dropwise a solution of the ab... Procedure details: To a hot (110° C.) solution of 6.0 g (18.61 mmol) of 2-[2-(1-methoxy-2,5,6-trimethyl-2,3-dihydro-1H-inden-4-yl)ethyl]indan-2-ol in 130 ml of toluene 0.708 g (3.72 mmol) of TsOH*H2O was added. This mixture was refluxed with a Dean-Stark trap for 30 min, and then passed through short column with Silica Gel 60 (40-63 um, d 80 mm, l 60 mm). The column was additionally washed with 300 ml of toluene. The combined elute was evaporated to dryness. The product was isolated by flash chromatography using a... Yields the product C1C(=CC2=CC=CC=C12)CCC=1C(=C(C=C2C=C(CC12)C)C)C (7-[2-(1H-Inden-2-yl)ethyl]-2,5,6-trimethyl-1H-indene). RXN SMILES: CO[CH:3]1[C:11]2[C:6](=[C:7]([CH2:14][CH2:15][C:16]3(O)[CH2:24][C:23]4[C:18](=[CH:19][CH:20]=[CH:21][CH:22]=4)[CH2:17]3)[C:8]([CH3:13])=[C:9]([CH3:12])[CH:10]=2)[CH2:5][CH:4]1[CH3:26].C1(C)C=CC=CC=1.CC1C=CC(S(O)(=O)=O)=CC=1>>[CH2:24]1[C:23]2[C:18](=[CH:19][CH:20]=[CH:21][CH:22]=2)[CH:17]=[C:16]1[CH2:15][CH2:14][C:7]1[C:8]([CH3:13])=[C:9]([CH3:12])[CH:10]=[C:11]2[C:6]=1[CH2:5][C:4]([CH3:26])=[CH:3]2. Starting materials: COC1C(CC2=C(C(=C(C=C12)C)C)CCC1(CC2=CC=CC=C2C1)O)C (2-[2-(1-methoxy-2,5,6-trimethyl-2,3-dihydro-1H-inden-4-yl)ethyl]indan-2-ol), C1(=CC=CC=C1)C (toluene), CC=1C=CC(=CC1)S(=O)(=O)O (TsOH).